This data is from the Open Reaction Database (ORD), a public repository of structured organic reaction records. The task is: describe an organic reaction: reactants, conditions, products, and yield Starting materials: FC1(CC(CCC1)(O)CNC(=O)C=1C=2C=CC(=NC2C=CC1Cl)Cl)F (2,6-dichloro-quinoline-5-carboxylic acid (3,3-difluoro-1-hydroxy-cyclohexylmethyl)-amide), CCN(C(C)C)C(C)C (DIPEA), CN([C@H]1CNCC1)C ((R)-3-dimethylamino-pyrrolidine). Product: FC1(CC(CCC1)(O)CNC(=O)C=1C=2C=CC(=NC2C=CC1Cl)N1C[C@@H](CC1)N(C)C)F (6-Chloro-2-(3-(R)-dimethylamino-pyrrolidin-1-yl)-quinoline-5-carboxylic acid (3,3-difluoro-1-hydroxy-cyclohexylmethyl)-amide). RXN SMILES: [F:1][C:2]1([F:25])[CH2:7][CH2:6][CH2:5][C:4]([CH2:9][NH:10][C:11]([C:13]2[C:14]3[CH:15]=[CH:16][C:17](Cl)=[N:18][C:19]=3[CH:20]=[CH:21][C:22]=2[Cl:23])=[O:12])([OH:8])[CH2:3]1.CCN(C(C)C)C(C)C.[CH3:35][N:36]([CH3:42])[C@@H:37]1[CH2:41][CH2:40][NH:39][CH2:38]1>>[F:1][C:2]1([F:25])[CH2:7][CH2:6][CH2:5][C:4]([CH2:9][NH:10][C:11]([C:13]2[C:14]3[CH:15]=[CH:16][C:17]([N:39]4[CH2:40][CH2:41][C@@H:37]([N:36]([CH3:42])[CH3:35])[CH2:38]4)=[N:18][C:19]=3[CH:20]=[CH:21][C:22]=2[Cl:23])=[O:12])([OH:8])[CH2:3]1. Procedure details: The title compound was synthesized according to the procedure described in example 1 using 2,6-dichloro-quinoline-5-carboxylic acid (3,3-difluoro-1-hydroxy-cyclohexylmethyl)-amide, DIPEA and (R)-3-dimethylamino-pyrrolidine. 1H NMR (400 MHz, DMSO-d6) δ ppm 8.73 (m, 1H), 7.85 (1H), 7.48 (m, 2H), 6.69 (1H), 4.66 (s, 1H), 3.89 (m, 1H), 3.70 (m, 1H), 3.45 (m, 1H), 3.26 (m, 2H), 2.85 (m, 1H), 2.54 (m, 4H), 2.22 (s, 6H), 2.15 (m, 1H), 2.06 (m, 2H), 1.85 (m, 3H), 1.74-1.76 (m, 5H). m/z: 467 [M+H] Reactants: BrC1=CC(=C(N)C(=C1)C)C (4-Bromo-2,6-dimethyl-aniline), ClC(=O)OCC (ethyl chloroformate), C([O-])([O-])=O.[K+].[K+] (potassium carbonate). The solvent is O1CCCC1 (tetrahydrofuran). Run at temperature 70 celsius, time 30 minute. Yields the product C(C)OC(NC1=C(C=C(C=C1C)Br)C)=O ((4-Bromo-2,6-dimethyl-phenyl)-carbamic acid ethyl ester). Isolated yield 88.6%. As a reaction SMILES: [Br:1][C:2]1[CH:8]=[C:7]([CH3:9])[C:5]([NH2:6])=[C:4]([CH3:10])[CH:3]=1.Cl[C:12]([O:14][CH2:15][CH3:16])=[O:13].C(=O)([O-])[O-].[K+].[K+]>O1CCCC1>[CH2:15]([O:14][C:12](=[O:13])[NH:6][C:5]1[C:7]([CH3:9])=[CH:8][C:2]([Br:1])=[CH:3][C:4]=1[CH3:10])[CH3:16] |f:2.3.4|. Procedure: 4-Bromo-2,6-dimethyl-aniline (10 g), ethyl chloroformate (5.4 g) and potassium carbonate (10.4 g) were mixed in tetrahydrofuran (100 mL) and heated to reflux for 16 hours, cooled, filtered and concentrated in vacuo. Heptane (200 mL) was added to the crude product, which was stirred for 30 minutes at 70° C. The mixture was filtered and concentrated in vacuo to furnish 12 g (88% yield) of the title compound as a solid. LC-MS (m/z) 273 (MH+); tR=2.95, (UV, ELSD) 99%, 99%. 1H NMR (500 MHz, CDCl3): 1...